This data is from the Open Reaction Database (ORD), a public repository of structured organic reaction records. The task is: describe an organic reaction: reactants, conditions, products, and yield Starting materials: FC1=CC=C(C=C1)C1=CC(=NO1)O (5-(4-Fluorophenyl)-3-hydroxyisoxazole), C(C)(C)(C)OC(=O)NCCO (2-(N-tert-butoxycarbonylamino)ethanol). Yields the product C(C)(C)(C)OC(=O)NCCOC1=NOC(=C1)C1=CC=C(C=C1)F (3-(2-(N-tert-Butoxycarbonylamino)ethoxy)-5-(4-fluorophenyl)isoxazole). Yield: 74.1%. Reaction SMILES: [F:1][C:2]1[CH:7]=[CH:6][C:5]([C:8]2[O:12][N:11]=[C:10]([OH:13])[CH:9]=2)=[CH:4][CH:3]=1.[C:14]([O:18][C:19]([NH:21][CH2:22][CH2:23]O)=[O:20])([CH3:17])([CH3:16])[CH3:15]>>[C:14]([O:18][C:19]([NH:21][CH2:22][CH2:23][O:13][C:10]1[CH:9]=[C:8]([C:5]2[CH:4]=[CH:3][C:2]([F:1])=[CH:7][CH:6]=2)[O:12][N:11]=1)=[O:20])([CH3:17])([CH3:16])[CH3:15]. Procedure: 5-(4-Fluorophenyl)-3-hydroxyisoxazole (0.06 g) and 2-(N-tert-butoxycarbonylamino)ethanol (0.06 g) were subjected to reaction and post-treatment in a similar manner to that described in Example 9(a) to obtain the title compound (0.08 g, 74%) as a colorless powder. The reactants are ClC1=NC2=C(N1CC(=O)OC(C)C)C(=CC=C2Cl)C(CC)CC (Isopropyl [2,4-dichloro-7-(1-ethylpropyl)-1H-benzimidazol-1-yl]acetate), BrC1=CC(=C(N)C=C1)Cl (4-bromo-2-chloroaniline), O.C1(=CC=C(C=C1)S(=O)(=O)O)C (p-toluenesulfonic acid monohydrate), C=1(C(=CC=CC1)C)C (xylene). Solvent: O (water). Conditions: temperature 150 celsius, time 2 hour. The product is isopropyl {2-[(4-bromo-2-chlorophenyl)amino-4-chloro]-7-(1-ethylpropyl)-1H-benzimidazol-1-yl}acetate, BrC1(CC=C(N)C=C1)Cl (4-bromo-4-chloroaniline). RXN SMILES: [Cl:1]C1N(CC(OC(C)C)=O)C2C(C(CC)CC)=CC=C(Cl)C=2N=1.[Br:24][C:25]1[CH:31]=[CH:30][C:28]([NH2:29])=[C:27](Cl)[CH:26]=1.O.C1(C)C=CC(S(O)(=O)=O)=CC=1.C1(C)C(C)=CC=CC=1>O>[Br:24][C:25]1([Cl:1])[CH:31]=[CH:30][C:28]([NH2:29])=[CH:27][CH2:26]1 |f:2.3|. Procedure details: A mixture of isopropyl [2,4-dichloro-7-(1-ethylpropyl)-1H-benzimidazol-1-yl]acetate (Reference Example 10; 1.33 g, 3.72 mmol), 4-bromo-2-chloroaniline (1.92 g, 9.31 mmol), p-toluenesulfonic acid monohydrate (707.6 mg, 3.98 mmol) and xylene (10.0 mL) was stirred at 150° C. for 2 hr. After cooling, the reaction mixture was diluted with water and extracted with ethyl acetate (×3). The combined organic layer was washed with brine, dried over anhydrous magnesium sulfate, filtered and concentrated in ... Starting materials: CCCCCCCCCCCCCCCC(=O)OC[C@H](COP(=O)([O-])OCC[N+](C)(C)C)OC(=O)CCCCCCC/C=C\CCCCCCCC.C1=CC(=C(C=C1[C@H]([C@@H](C(=O)O)N)O)O)O (POPC DOPS), C([C@@H]1[C@@H]([C@@H]([C@H]([C@H](O1)OC[C@@H]2[C@H]([C@@H]([C@H]([C@H](O2)O[C@]3([C@H]([C@@H]([C@H](O3)CO)O)O)CO)O)O)O)O)O)O)O (raffinose), C([C@@H]1[C@@H]([C@@H]([C@H]([C@H](O1)OC[C@@H]2[C@H]([C@@H]([C@H]([C@H](O2)O[C@]3([C@H]([C@@H]([C@H](O3)CO)O)O)CO)O)O)O)O)O)O)O (raffinose). Run in P(=O)([O-])([O-])[O-] (phosphate). The product is C([C@@H]1[C@H]([C@@H]([C@H]([C@H](O1)O[C@]2([C@H]([C@@H]([C@H](O2)CO)O)O)CO)O)O)O)O (sucrose). Yield: 10.0%. As a reaction SMILES: CCCCCCCCCCCCCCCC(OC[C@@H](OC(CCCCCCC/C=C\CCCCCCCC)=O)COP(OCC[N+](C)(C)C)([O-])=O)=O.C1C([C@@H](O)[C@H](N)C(O)=O)=CC(O)=C(O)C=1.C(O)[C@H]1O[C@H]([O:75][CH2:76][C@H:77]2[O:82][C@H:81]([O:83][C@:84]3([CH2:93][OH:94])[O:88][C@H:87]([CH2:89][OH:90])[C@@H:86]([OH:91])[C@@H:85]3[OH:92])[C@H:80]([OH:95])[C@@H:79]([OH:96])[C@@H:78]2[OH:97])[C@H](O)[C@@H](O)[C@H]1O>P([O-])([O-])([O-])=O>[CH2:76]([OH:75])[C@H:77]1[O:82][C@H:81]([O:83][C@:84]2([CH2:93][OH:94])[O:88][C@H:87]([CH2:89][OH:90])[C@@H:86]([OH:91])[C@@H:85]2[OH:92])[C@H:80]([OH:95])[C@@H:79]([OH:96])[C@@H:78]1[OH:97] |f:0.1|. Procedure: A sonicated POPC/DOPS dispersion in phosphate buffer plus 10% sucrose (mole ratio 7:3) is prepared as described previously. 3H --labeled raffinose is entrapped in the vesicle cavity and external [3H,]- raffinose is removed by gel filtration on Sephadex G-50 as described previously. The lipid dispersion consisting of SUV with entrapped raffinose was chromatographed on Sepharose 4B before and after spray-drying. Before spray-drying it was found that 95% of the raffinose eluted together with the ve... Reactants: O (Water), BrC1=CC=C(CC23CCCNN3C(N(C2=O)C2=CC(=NC(=C2)Cl)Cl)=O)C=C1 (6-(4-Bromobenzyl)-8-(2,6-dichloro-4-pyridyl)-1,2,8-triazabicyclo[4.3.0] nonan-7,9-dione), CCN(C(C)C)C(C)C (DIEA), C(=O)(C)Cl (AcCl). Solvent: CCOC(=O)C (EtOAc), C1CCOC1 (THF). Conditions: time 18 hour. Product: BrC1=CC=C(CC23CCCN(N3C(N(C2=O)C2=CC(=NC(=C2)Cl)Cl)=O)C(C)=O)C=C1 (6-(4-Bromobenzyl)-8-(2,6-dichloro-4-pyridyl)-2-acetyl-1,2,8-triazabicyclo[4.3.0]nonane-7,9-dione). RXN SMILES: [Br:1][C:2]1[CH:27]=[CH:26][C:5]([CH2:6][C:7]23[C:15](=[O:16])[N:14]([C:17]4[CH:22]=[C:21]([Cl:23])[N:20]=[C:19]([Cl:24])[CH:18]=4)[C:13](=[O:25])[N:12]2[NH:11][CH2:10][CH2:9][CH2:8]3)=[CH:4][CH:3]=1.CCN(C(C)C)C(C)C.[C:37](Cl)([CH3:39])=[O:38].O>C1COCC1.CCOC(C)=O>[Br:1][C:2]1[CH:27]=[CH:26][C:5]([CH2:6][C:7]23[C:15](=[O:16])[N:14]([C:17]4[CH:22]=[C:21]([Cl:23])[N:20]=[C:19]([Cl:24])[CH:18]=4)[C:13](=[O:25])[N:12]2[N:11]([C:37](=[O:38])[CH3:39])[CH2:10][CH2:9][CH2:8]3)=[CH:4][CH:3]=1. Procedure details: To a solution of the compound from Example 100 (80 mg) in dry THF (2 mL) under N2 was added DIEA (0.073 mL) followed by AcCl (0.024 mL) and the reaction mixture stirred at room temperature for 18 hours. Water (10 mL) and EtOAc (10 mL) were added and the mixture was shaken. The aqueous phase was then separated and extracted with EtOAc. The combined organics were dried over MgSO4, filtered and concentrated in vacuo. The residue was purified by chromatography (silica gel; EtOAc/hexanes; chromatotro... The reactants are FC(C1=C(C=CC=C1)C1=CC=C2C(=CC=NC2=C1)O)(F)F (7-(2-trifluoromethyl-phenyl)-quinolin-4-ol), O=P(Cl)(Cl)Cl (POCl3). Yields the product ClC1=CC=NC2=CC(=CC=C12)C1=C(C=CC=C1)C(F)(F)F (4-chloro-7-(2-trifluoromethyl-phenyl)-quinoline). RXN SMILES: [F:1][C:2]([F:21])([F:20])[C:3]1[CH:8]=[CH:7][CH:6]=[CH:5][C:4]=1[C:9]1[CH:18]=[C:17]2[C:12]([C:13](O)=[CH:14][CH:15]=[N:16]2)=[CH:11][CH:10]=1.O=P(Cl)(Cl)[Cl:24]>>[Cl:24][C:13]1[C:12]2[C:17](=[CH:18][C:9]([C:4]3[CH:5]=[CH:6][CH:7]=[CH:8][C:3]=3[C:2]([F:21])([F:20])[F:1])=[CH:10][CH:11]=2)[N:16]=[CH:15][CH:14]=1. Reported procedure: Heat a mixture of 7-(2-trifluoromethyl-phenyl)-quinolin-4-ol (50 mg, 0.17 mmol) in POCl3 (10 mL) at 90° C. for 16 hours. Evaporate the POCl3, and add ice (100 g) followed by careful addition of saturated NaHCO3. Extract with EtOAc, dry (Na2SO4), and evaporate to provide 4-chloro-7-(2-trifluoromethyl-phenyl)-quinoline as a tan solid. The reactants are CC(C)(C)c1cc(CCC(=O)O)cc(C(C)(C)C)c1O, ClP(Cl)Cl, CCOC(=O)c1ccc(CCN2CCNCC2)cc1, c1ccncc1. The product is CCOC(=O)c1ccc(CCN2CCN(C(=O)CCc3cc(C(C)(C)C)c(O)c(C(C)(C)C)c3)CC2)cc1. As a reaction SMILES: [C:20]([CH3:21])([CH3:22])([CH3:23])[c:24]1[cH:25][c:26]([CH2:35][CH2:36][C:37](=[O:38])[OH:39])[cH:27][c:28]([C:31]([CH3:32])([CH3:33])[CH3:34])[c:29]1[OH:30].[Cl:40][P:41]([Cl:42])[Cl:43].[N:1]1([CH2:7][CH2:8][c:9]2[cH:10][cH:11][c:12]([C:13](=[O:14])[O:15][CH2:16][CH3:17])[cH:18][cH:19]2)[CH2:2][CH2:3][NH:4][CH2:5][CH2:6]1.[cH:44]1[cH:45][cH:46][n:47][cH:48][cH:49]1>>[N:1]1([CH2:7][CH2:8][c:9]2[cH:10][cH:11][c:12]([C:13](=[O:14])[O:15][CH2:16][CH3:17])[cH:18][cH:19]2)[CH2:2][CH2:3][N:4]([C:37]([CH2:36][CH2:35][c:26]2[cH:25][c:24]([C:20]([CH3:21])([CH3:22])[CH3:23])[c:29]([OH:30])[c:28]([C:31]([CH3:32])([CH3:33])[CH3:34])[cH:27]2)=[O:38])[CH2:5][CH2:6]1. Reactants: FC1=CC=C(C=C1)C(=C1CCNCC1)C1=CC=CC=C1 (4-[(4-fluorophenyl)phenylmethylene]piperidine), ClCCN1C(CN(CC1=O)CC1=NC=CC=C1)=O (1-(2-chloroethyl)-4-(2-pyridylmethyl)-2,6-piperazinedione). The product is Cl.Cl.Cl.FC1=CC=C(C=C1)C(=C1CCN(CC1)CCN1C(CN(CC1=O)CC1=NC=CC=C1)=O)C1=CC=CC=C1 (1-{2-[4-[(4-Fluorophenyl)phenylmethylene]piperidino]ethyl}-4-(2-pyridylmethyl)-2,6-piperazinedione trihydrochloride). RXN SMILES: [F:1][C:2]1[CH:7]=[CH:6][C:5]([C:8]([C:15]2[CH:20]=[CH:19][CH:18]=[CH:17][CH:16]=2)=[C:9]2[CH2:14][CH2:13][NH:12][CH2:11][CH2:10]2)=[CH:4][CH:3]=1.[Cl:21][CH2:22][CH2:23][N:24]1[C:29](=[O:30])[CH2:28][N:27]([CH2:31][C:32]2[CH:37]=[CH:36][CH:35]=[CH:34][N:33]=2)[CH2:26][C:25]1=[O:38]>>[ClH:21].[ClH:21].[ClH:21].[F:1][C:2]1[CH:3]=[CH:4][C:5]([C:8]([C:15]2[CH:16]=[CH:17][CH:18]=[CH:19][CH:20]=2)=[C:9]2[CH2:10][CH2:11][N:12]([CH2:22][CH2:23][N:24]3[C:25](=[O:38])[CH2:26][N:27]([CH2:31][C:32]4[CH:37]=[CH:36][CH:35]=[CH:34][N:33]=4)[CH2:28][C:29]3=[O:30])[CH2:13][CH2:14]2)=[CH:6][CH:7]=1 |f:2.3.4.5|. Procedure: This compound was prepared from 4-[(4-fluorophenyl)phenylmethylene]piperidine and 1-(2-chloroethyl)-4-(2-pyridylmethyl)-2,6-piperazinedione according to the process described in Example 6, Stage E. Yields the product CC(CCOc1c(-c2ccc(S(C)(=O)=O)cc2)cnn(-c2ccc(F)c(F)c2)c1=O)C(F)(F)F. Reaction SMILES: [CH2:69]1[O:70][CH2:71][CH2:72][CH2:73]1.[F:1][c:2]1[cH:3][c:4](-[n:9]2[n:10][cH:11][c:12](-[c:17]3[cH:18][cH:19][c:20]([S:23](=[O:24])(=[O:25])[CH3:26])[cH:21][cH:22]3)[c:13]([OH:16])[c:14]2=[O:15])[cH:5][cH:6][c:7]1[F:8].[F:46][C:47]([CH:48]([CH2:49][CH2:50][OH:51])[CH3:52])([F:53])[F:54].[O:55]=[C:56]([O:57][CH:58]([CH3:59])[CH3:60])[N:61]=[N:62][C:63]([O:64][CH:65]([CH3:66])[CH3:67])=[O:68].[c:27]1([P:28]([c:29]2[cH:30][cH:31][cH:32][cH:33][cH:34]2)[c:35]2[cH:36][cH:37][cH:38][cH:39][cH:40]2)[cH:41][cH:42][cH:43][cH:44][cH:45]1>>[F:1][c:2]1[cH:3][c:4](-[n:9]2[n:10][cH:11][c:12](-[c:17]3[cH:18][cH:19][c:20]([S:23](=[O:24])(=[O:25])[CH3:26])[cH:21][cH:22]3)[c:13]([O:16][CH2:50][CH2:49][CH:48]([C:47]([F:46])([F:53])[F:54])[CH3:52])[c:14]2=[O:15])[cH:5][cH:6][c:7]1[F:8]. Starting materials: C1CCOC1, CS(=O)(=O)c1ccc(-c2cnn(-c3ccc(F)c(F)c3)c(=O)c2O)cc1, CC(CCO)C(F)(F)F, CC(C)OC(=O)N=NC(=O)OC(C)C, c1ccc(P(c2ccccc2)c2ccccc2)cc1. Reaction SMILES: [CH2:1]([N:5]1[C:13]2[N:12]=[C:11]([Cl:14])[NH:10][C:9]=2[C:8](=[O:15])[N:7]([CH2:16][CH2:17][CH2:18][CH2:19][C:20]([OH:22])=O)[C:6]1=[O:23])[CH2:2][CH2:3][CH3:4].O[NH:25][C:26]([C:28]1[CH:33]=[CH:32][C:31]([OH:34])=[CH:30][CH:29]=1)=[NH:27]>CN(C=O)C>[CH2:1]([N:5]1[C:13]2[N:12]=[C:11]([Cl:14])[NH:10][C:9]=2[C:8](=[O:15])[N:7]([CH2:16][CH2:17][CH2:18][CH2:19][C:20]2[O:22][N:27]=[C:26]([C:28]3[CH:33]=[CH:32][C:31]([OH:34])=[CH:30][CH:29]=3)[N:25]=2)[C:6]1=[O:23])[CH2:2][CH2:3][CH3:4]. Reactants: C(CCC)N1C(N(C(C=2NC(=NC12)Cl)=O)CCCCC(=O)O)=O (5-(3-butyl-8-chloro-2,6-dioxo-2,3,6,7-tetrahydro-1H-purin-1-yl)pentanoic acid), ONC(=N)C1=CC=C(C=C1)O (N,4-dihydroxybenzenecarboximidamide). The solvent is CN(C)C=O (DMF). Reported procedure: A stirred solution of 5-(3-butyl-8-chloro-2,6-dioxo-2,3,6,7-tetrahydro-1H-purin-1-yl)pentanoic acid (100 mg, 0.29 mmol) in DMF (4 ml) was treated with CDl (52 mg, 0.32 mmol). After 1 h, N,4-dihydroxybenzenecarboximidamide was added and the mixture heated at 100° C. for 6 h. On cooling, the reaction mixture was partitioned between 2M HCl (aq) and EtOAc. The organic layer was separated, washed with brine, dried (MgSO4) and concentrated. Purification by MDAP afforded the title compound as a pale gr... Reaction conditions: temperature 100 celsius, time 1 hour. The product is C(CCC)N1C(N(C(C=2NC(=NC12)Cl)=O)CCCCC1=NC(=NO1)C1=CC=C(C=C1)O)=O (3-butyl-8-chloro-1-{4-[3-(4-hydroxyphenyl)-1,2,4-oxadiazol-5-yl]butyl}-3,7-dihydro-1H-purine-2,6-dione).